This data is from the Open Reaction Database (ORD), a public repository of structured organic reaction records. The task is: describe an organic reaction: reactants, conditions, products, and yield Starting materials: [Br-], FC(F)Oc1c(Cl)cc(Br)cc1Cl, CN(C)C=O, C=C([Zn+])C(F)(F)F, C1CCOC1. Yields the product C=C(c1cc(Cl)c(OC(F)F)c(Cl)c1)C(F)(F)F. RXN SMILES: [Br-:1].[Br:9][c:10]1[cH:11][c:12]([Cl:21])[c:13]([O:17][CH:18]([F:19])[F:20])[c:14]([Cl:16])[cH:15]1.[CH3:27][N:28]([CH3:29])[CH:30]=[O:31].[F:2][C:3]([C:4](=[CH2:5])[Zn+:6])([F:7])[F:8].[O:22]1[CH2:23][CH2:24][CH2:25][CH2:26]1>>[F:2][C:3]([C:4](=[CH2:5])[c:10]1[cH:11][c:12]([Cl:21])[c:13]([O:17][CH:18]([F:19])[F:20])[c:14]([Cl:16])[cH:15]1)([F:7])[F:8]. The reactants are CC1(O[C@H]2[C@@H](O1)O[C@@H](C2)C=O)C ((3aR,5S,6aR)-2,2-dimethyl-3a,5,6,6a-tetrahydrofuro[2,3-d][1,3]dioxole-5-carbaldehyde), C1(CCCC1)[Mg]Br (cyclopentylmagnesium bromide). Solvent: C1CCOC1 (THF). Reaction conditions: temperature -20 celsius, time 20 hour. Yields the product CC1(O[C@H]2[C@@H](O1)O[C@@H](C2)C(O)C2CCCC2)C ([(3aR,5S,6aR)-2,2-dimethyl-3a,5,6,6a-tetrahydrofuro[2,3-d][1,3]dioxol-5-yl]-cyclopentyl-methanol). The yield is 21.3%. As a reaction SMILES: [CH3:1][C:2]1([CH3:12])[O:6][C@H:5]2[O:7][C@H:8]([CH:10]=[O:11])[CH2:9][C@H:4]2[O:3]1.[CH:13]1([Mg]Br)[CH2:17][CH2:16][CH2:15][CH2:14]1>C1COCC1>[CH3:1][C:2]1([CH3:12])[O:6][C@H:5]2[O:7][C@H:8]([CH:10]([CH:13]3[CH2:17][CH2:16][CH2:15][CH2:14]3)[OH:11])[CH2:9][C@H:4]2[O:3]1. Reported procedure: To a solution of (3aR,5S,6aR)-2,2-dimethyl-3a,5,6,6a-tetrahydrofuro[2,3-d][1,3]dioxole-5-carbaldehyde (4.0 g, 23.2 mmol) in THF (20 mL) was added cyclopentylmagnesium bromide (1M in THF, 30 mL, 30 mmol) at −20° C. under argon. After being stirred at −20° C. for 20 hours, the reaction was quenched by saturated NH4Cl solution. The reaction mixture was extracted with EtOAc (30 mL) three times. The organic layers were combined and concentrated in vacuo to afford 1.2 g crude product of [(3aR,5S,6aR)-... As a reaction SMILES: [CH3:1][Li].[F:3][C:4]1[CH:13]=[CH:12][CH:11]=[C:10]2[C:5]=1[CH:6]=[CH:7][CH:8]=[C:9]2[C:14]([OH:16])=O.[OH-].[Na+]>C1COCC1>[F:3][C:4]1[CH:13]=[CH:12][CH:11]=[C:10]2[C:5]=1[CH:6]=[CH:7][CH:8]=[C:9]2[C:14](=[O:16])[CH3:1] |f:2.3|. Yields the product FC1=C2C=CC=C(C2=CC=C1)C(C)=O (1-(5-fluoro-1-naphthalenyl)ethanone). Starting materials: C[Li] (Methyl lithium), FC1=C2C=CC=C(C2=CC=C1)C(=O)O (5-fluoro-1-naphthalene carboxylic acid), [OH-].[Na+] (sodium hydroxide). Run in C1CCOC1 (THF). Reported procedure: Methyl lithium (1.4M solution in ether; 6.6 ml) was added dropwise to a stirred solution of 5-fluoro-1-naphthalene carboxylic acid (870 mg) in dry THF (15 ml) at -78° under nitrogen. The reaction mixture was allowed to warm to room temperature over 2 h and was treated with 2N sodium hydroxide (60 ml). The mixture was extracted with ether (2×30 ml), and the combined, dried organic extracts were evaporated to give the title compound (865 mg) as an oil, t.l.c. (System B, 1:6) Rf 0.3. Reactants: SC1=NC=C(C=C1)[N+](=O)[O-] (2-mercapto-5-nitropyridine), BrCCO (2-bromoethanol), C(=O)([O-])[O-].[K+].[K+] (K2CO3). Solvent: CC(=O)C (acetone). Reaction conditions: temperature 55 celsius, time 1 hour. Product: [N+](=O)([O-])C=1C=CC(=NC1)SCCO (2-[(5-Nitro-2-pyridinyl)thio]ethanol). Isolated yield 85.0%. Reaction SMILES: [SH:1][C:2]1[CH:7]=[CH:6][C:5]([N+:8]([O-:10])=[O:9])=[CH:4][N:3]=1.Br[CH2:12][CH2:13][OH:14].C([O-])([O-])=O.[K+].[K+]>CC(C)=O>[N+:8]([C:5]1[CH:6]=[CH:7][C:2]([S:1][CH2:12][CH2:13][OH:14])=[N:3][CH:4]=1)([O-:10])=[O:9] |f:2.3.4|. Procedure details: A heterogeneous mixture of 2-mercapto-5-nitropyridine (4) (0.50 g, 3.2 mmol), 2-bromoethanol (1) (0.238 mL, 3.3 mmol), and K2CO3 (2.0 g, 14 mmol) in acetone (11 mL) was stirred at 55° C. for 1 h. The cooled reaction mixture was filtered through Celite®, concentrated, and then purified by silica gel chromatography to give 2-[(5-nitro-2-pyridinyl)thio]ethanol (7) as an orange solid (0.545 g, 2.72 mmol). 1H NMR (CDCl3): δ 9.20 (d, J=3.0 Hz, 1H), 8.23 (dd, J=3.0 and 8.7 Hz, 1H), 7.36 (d, J=8.7 Hz, 1... Product: CCOC(=O)C(Cc1ccc(OCC=C(c2ccc(C)cc2)c2ccc(C)cc2)cc1)OCC. As a reaction SMILES: [CH2:19]([P:20]([CH2:21][CH2:22][CH2:23][CH3:24])[CH2:25][CH2:26][CH2:27][CH3:28])[CH2:29][CH2:30][CH3:31].[CH2:32]([CH3:33])[O:34][C:35]([CH:36]([CH2:37][c:38]1[cH:39][cH:40][c:41]([OH:44])[cH:42][cH:43]1)[O:45][CH2:46][CH3:47])=[O:48].[CH3:1][c:2]1[cH:3][cH:4][c:5]([C:8](=[CH:9][CH2:10][OH:11])[c:12]2[cH:13][cH:14][c:15]([CH3:18])[cH:16][cH:17]2)[cH:6][cH:7]1.[N:49]([C:50]([N:51]1[CH2:52][CH2:53][CH2:54][CH2:55][CH2:56]1)=[O:57])=[N:58][C:59]([N:60]1[CH2:61][CH2:62][CH2:63][CH2:64][CH2:65]1)=[O:66]>>[CH3:1][c:2]1[cH:3][cH:4][c:5]([C:8](=[CH:9][CH2:10][O:11][c:41]2[cH:40][cH:39][c:38]([CH2:37][CH:36]([C:35]([O:34][CH2:32][CH3:33])=[O:48])[O:45][CH2:46][CH3:47])[cH:43][cH:42]2)[c:12]2[cH:13][cH:14][c:15]([CH3:18])[cH:16][cH:17]2)[cH:6][cH:7]1. Starting materials: CCCCP(CCCC)CCCC, CCOC(=O)C(Cc1ccc(O)cc1)OCC, Cc1ccc(C(=CCO)c2ccc(C)cc2)cc1, O=C(N=NC(=O)N1CCCCC1)N1CCCCC1. The reactants are N1(C=CC=C1)C1=NC=CC=C1 (2-(1H-pyrrol-1-yl)pyridine), O (H2O), Br[Si](C)(C)C (Bromotrimethylsilane), CS(=O)C (DMSO). The solvent is CC#N (MeCN), CCOC(=O)C (EtOAc), CC#N (MeCN). Conditions: time 10 minute. Yields the product BrC1=CN(C=C1)C1=NC=CC=C1 (2-(3-bromo-1H-pyrrol-1-yl)pyridine). Reaction SMILES: [Br:1][Si](C)(C)C.CS(C)=O.[N:10]1([C:15]2[CH:20]=[CH:19][CH:18]=[CH:17][N:16]=2)[CH:14]=[CH:13][CH:12]=[CH:11]1.O>CC#N.CCOC(C)=O>[Br:1][C:12]1[CH:13]=[CH:14][N:10]([C:15]2[CH:20]=[CH:19][CH:18]=[CH:17][N:16]=2)[CH:11]=1. Reported procedure: Bromotrimethylsilane (10.9 mL, 84 mmol) was added to DMSO (5.7 mL, 84 mmol) in MeCN (200 mL) at 0° C. After stirring for 10 min, 2-(1H-pyrrol-1-yl)pyridine (10 g, 70 mmol) in MeCN (50 mL) was added. The reaction mixture was stirred at 0° C. and allowed to reach rt over 3 h. H2O (150 mL) and EtOAc (150 mL) were added and the reaction mixture was shaken, the EtOAc layer was separated and the aqueous layer shaken with EtOAc (3×150 mL). The combine organic layers were dried over Na2SO4 and concentra... The reactants are C1(CC1)C(=O)Cl (Cyclopropane carbonyl chloride), N1=CC(=CC2=CC=CC=C12)C=1C=C2C(=CN1)NN=C2N (5-(quinolin-3-yl)-1H-pyrazolo[3,4-c]pyridin-3-ylamine). The solvent is N1=CC=CC=C1 (pyridine). Conditions: time 0.5 hour. The product is N1=CC(=CC2=CC=CC=C12)C1=NC2=C(C=C1)NN=C2NC(=O)C2CC2 (Cyclopropanecarboxylic acid N-[5-(quinolin-3-yl)-1H-pyrazolo[3,4]pyridin-3-yl]amide). Reaction SMILES: [CH:1]1([C:4](Cl)=[O:5])[CH2:3][CH2:2]1.[N:7]1[C:16]2[C:11](=[CH:12][CH:13]=[CH:14][CH:15]=2)[CH:10]=[C:9]([C:17]2[CH:18]=[C:19]3[C:25]([NH2:26])=[N:24][NH:23][C:20]3=[CH:21][N:22]=2)[CH:8]=1>N1C=CC=CC=1>[N:7]1[C:16]2[C:11](=[CH:12][CH:13]=[CH:14][CH:15]=2)[CH:10]=[C:9]([C:17]2[CH:18]=[CH:19][C:20]3[NH:23][N:24]=[C:25]([NH:26][C:4]([CH:1]4[CH2:3][CH2:2]4)=[O:5])[C:21]=3[N:22]=2)[CH:8]=1. Reported procedure: Cyclopropane carbonyl chloride (168 mg, 1.602 mmol) was added to a stirred solution of 5-(quinolin-3-yl)-1H-pyrazolo[3,4-c]pyridin-3-ylamine (200 mg, 0.766 mmol) in anhydrous pyridine (5 mL) and the reaction was heated under reflux for 16 hours. The solvent was then removed in vacuo and the residue re-evaporated from water (10 mL) to yield a solid. This was triturated with saturated aqueous sodium bicarbonate solution and the mixture then left to stand for 0.5 hour until the pH stabilised at pH ... Reactants: NC[C@H]1N(CCC[C@H]1C)C(=O)C1=C(C(=CC=C1)F)N1N=CC=N1 (((2S,3R)-2-(aminomethyl)-3-methylpiperidin-1-yl)(3-fluoro-2-(2H-1,2,3-triazol-2-yl)phenyl)methanone), FC1=NC=C(C=C1)C(F)(F)F (2-fluoro-5-(trifluoromethyl)pyridine). The product is FC=1C(=C(C=CC1)C(=O)N1[C@@H]([C@@H](CCC1)C)CNC1=NC=C(C=C1)C(F)(F)F)N1N=CC=N1 ((3-Fluoro-2-(2H-1,2,3-triazol-2-yl)phenyl)((2S,3R)-3-methyl-2-(((5-(trifluoromethyl)pyridin-2-yl)amino)methyl)piperidin-1-yl)methanone). RXN SMILES: [NH2:1][CH2:2][C@@H:3]1[C@H:8]([CH3:9])[CH2:7][CH2:6][CH2:5][N:4]1[C:10]([C:12]1[CH:17]=[CH:16][CH:15]=[C:14]([F:18])[C:13]=1[N:19]1[N:23]=[CH:22][CH:21]=[N:20]1)=[O:11].F[C:25]1[CH:30]=[CH:29][C:28]([C:31]([F:34])([F:33])[F:32])=[CH:27][N:26]=1>>[F:18][C:14]1[C:13]([N:19]2[N:23]=[CH:22][CH:21]=[N:20]2)=[C:12]([C:10]([N:4]2[CH2:5][CH2:6][CH2:7][C@@H:8]([CH3:9])[C@H:3]2[CH2:2][NH:1][C:25]2[CH:30]=[CH:29][C:28]([C:31]([F:34])([F:33])[F:32])=[CH:27][N:26]=2)=[O:11])[CH:17]=[CH:16][CH:15]=1. Procedure details: The title compound was prepared following the same general protocol as described for Example A1 using ((2S,3R)-2-(aminomethyl)-3-methylpiperidin-1-yl)(3-fluoro-2-(2H-1,2,3-triazol-2-yl)phenyl)methanone and 2-fluoro-5-(trifluoromethyl)pyridine. ESI-MS (m/z): 463 [M+1]+. 1H NMR (300 MHz, DMSO-d6) δ 8.40-6.55 (m, 9H), 4.75-2.70 (m, 5H), 1.70-0.75 (m, 8H). The reactants are CNC (Dimethylamine), C(\C=C\C)(=O)O (crotonic acid), C(\C=C\C)(=O)O (crotonic acid), C(\C=C\C)(=O)O (crotonic acid). Reaction conditions: time 1 hour. Yields the product CNC.C(\C=C\C)(=O)O (Dimethylamine Crotonic Acid). Reaction SMILES: [CH3:1][NH:2][CH3:3].[C:4]([OH:9])(=[O:8])/[CH:5]=[CH:6]/[CH3:7]>>[CH3:1][NH:2][CH3:3].[C:4]([OH:9])(=[O:8])/[CH:5]=[CH:6]/[CH3:7] |f:2.3|. Procedure: Dimethylamine (30 g) was added to a pressure-resistant container (reactor), and the reactor was hermetically sealed. The temperature of the reactor was adjusted to 20° C., and crotonic acid (14.3 g) was fed into the reactor by means of a high-pressure pump. During addition of crotonic acid, heat of neutralization is generated. Therefore, while the reactor was cooled in an ice bath, crotonic acid was added dropwise to the reactor at a rate of 5 to 7 mL/minute, so as to adjust the temperature in t...